From a dataset of the Open Reaction Database (ORD), a public repository of structured organic reaction records. describe an organic reaction: reactants, conditions, products, and yield Run in O1CCCC1 (tetrahydrofuran). Reported procedure: 2.00 g (5.2 mmol) of 5-amino-1-(4-fluorophenyl)-4-methoxycarbonyl-2-(4-methylsulfonylphenyl)pyrrole [prepared as described in step (ii) above] were dissolved in 50 ml of anhydrous tetrahydrofuran, and 6.38 g (61.8 mmol) of t-butyl nitrite were added to the resulting solution at room temperature and under a nitrogen atmosphere. The mixture was then stirred at room temperature for 30 minutes, after which it was heated under reflux for 2 hours. The solvent was then removed by distillation under red... RXN SMILES: N[C:2]1[N:6]([C:7]2[CH:12]=[CH:11][C:10]([F:13])=[CH:9][CH:8]=2)[C:5]([C:14]2[CH:19]=[CH:18][C:17]([S:20]([CH3:23])(=[O:22])=[O:21])=[CH:16][CH:15]=2)=[CH:4][C:3]=1[C:24]([O:26][CH3:27])=[O:25].N(OC(C)(C)C)=O>O1CCCC1>[F:13][C:10]1[CH:11]=[CH:12][C:7]([N:6]2[CH:2]=[C:3]([C:24]([O:26][CH3:27])=[O:25])[CH:4]=[C:5]2[C:14]2[CH:19]=[CH:18][C:17]([S:20]([CH3:23])(=[O:22])=[O:21])=[CH:16][CH:15]=2)=[CH:8][CH:9]=1. The reactants are NC1=C(C=C(N1C1=CC=C(C=C1)F)C1=CC=C(C=C1)S(=O)(=O)C)C(=O)OC (5-amino-1-(4-fluorophenyl)-4-methoxycarbonyl-2-(4-methylsulfonylphenyl)pyrrole), N(=O)OC(C)(C)C (t-butyl nitrite). Yield: 67.0%. Reaction conditions: time 30 minute. Yields the product FC1=CC=C(C=C1)N1C(=CC(=C1)C(=O)OC)C1=CC=C(C=C1)S(=O)(=O)C (1-(4-Fluorophenyl)-4-methoxycarbonyl-2-(4-methylsulfonylphenyl)pyrrole). Reactants: CC1=CC(=O)C2=C(C(=C3C(=C2OC)C=CO3)OC)O1 (khellin), N1CCCC1 (pyrrolidine). Product: OC1=C(C2=C(C=C(O2)C(C=C(C)N2CCCC2)=O)C(=C1)OC)OC (1-(6-Hydroxy-4,7-dimethoxy-benzofuranyl)-3-(1-pyrrolidinyl)-2-buten-1-one). Yield: 190.3%. Reaction SMILES: CC1[O:19][C:7]2[C:8]([O:17][CH3:18])=[C:9]3[O:16][CH:15]=[CH:14][C:10]3=[C:11]([O:12][CH3:13])[C:6]=2C(=O)C=1.[NH:20]1[CH2:24][CH2:23][CH2:22][CH2:21]1>>[OH:19][C:7]1[CH:6]=[C:11]([O:12][CH3:13])[C:10]2[CH:14]=[C:15]([C:11](=[O:12])[CH:10]=[C:9]([N:20]3[CH2:24][CH2:23][CH2:22][CH2:21]3)[CH3:8])[O:16][C:9]=2[C:8]=1[O:17][CH3:18]. Procedure details: A methanolic solution of khellin (5.2 g) and pyrrolidine (2.82 g) is heated at 80° C. for 6 hr. Upon cooling, bright orange crystals precipitate from the reaction mixture. After filtration, there is obtained 6.3 g of pure title product. Silica gel TLC Rf is 0.74 in ethyl acetate. Infrared absorptions are observed at 3180, 3160, 3120, 2300, 1630, 1600, 1530, 1345, 1325, 1260, 1170, 1155, 1140, 1130, 1060, 1050, and 1030 cm-1. NMR absorptions are observed at 7.45, 6.8, 6.25, 4.05, 3.89, 3.22-3.70,... The reactants are C1(=CC=CC=C1)P(C1=CC=CC=C1)C1=CC=CC=C1 (triphenylphosphine), polystyrene, TEA, [Si](C)(C)(C(C)(C)C)O[C@H]([C@H](C=1OC(=NN1)C1=CC(=CC=C1)O[Si](C)(C)C(C)(C)C)NC1=C(C(=C(C#N)C=C1)Cl)C)C (4-((1R,2S)-2-(tert-butyldimethylsilyloxy)-1-(5-(3-(tert-butyldimethyl-silyloxy)phenyl)-1,3,4-oxadiazol-2-yl)propylamino)-2-chloro-3-methylbenzonitrile), II (I2), [Si](C)(C)(C(C)(C)C)OC1=CC=C(C(=O)NNC([C@@H]([C@H](C)O[Si](C)(C)C(C)(C)C)NC2=C(C(=C(C=C2)C#N)Cl)C)=O)C=C1 (4-(tert-butyldimethylsilyloxy)-N′-((2R,3S)-3-(tert-butyldimethylsilyloxy)-2-(3-chloro-4-cyano-2-methylphenylamino)butanoyl)benzohydrazide), [Si](C)(C)(C(C)(C)C)OC1=CC=C(C(=O)NNC([C@@H]([C@H](C)O[Si](C)(C)C(C)(C)C)NC2=C(C(=C(C=C2)C#N)Cl)C)=O)C=C1 (4-(tert-butyldimethylsilyloxy)-N′-((2R,3S)-3-(tert-butyldimethylsilyloxy)-2-(3-chloro-4-cyano-2-methylphenylamino)butanoyl)benzohydrazide), C1=CC=C(C=C1)P(C2=CC=CC=C2)C3=CC=CC=C3 (PPh3). Yields the product [Si](C)(C)(C(C)(C)C)O[C@H]([C@H](C=1OC(=NN1)C1=CC=C(C=C1)O[Si](C)(C)C(C)(C)C)NC1=C(C(=C(C#N)C=C1)Cl)C)C (4-((1R,2S)-2-(tert-butyldimethylsilyloxy)-1-(5-(4-(tert-butyldimethylsilyloxy)phenyl)-1,3,4-oxadiazol-2-yl)propylamino)-2-chloro-3-methylbenzonitrile), solid. Yield: 75.0%. RXN SMILES: [Si:1]([O:8][C:9]1[CH:42]=[CH:41][C:12]([C:13]([NH:15][NH:16][C:17](=O)[C@H:18]([NH:29][C:30]2[CH:35]=[CH:34][C:33]([C:36]#[N:37])=[C:32]([Cl:38])[C:31]=2[CH3:39])[C@@H:19]([O:21][Si:22]([C:25]([CH3:28])([CH3:27])[CH3:26])([CH3:24])[CH3:23])[CH3:20])=[O:14])=[CH:11][CH:10]=1)([C:4]([CH3:7])([CH3:6])[CH3:5])([CH3:3])[CH3:2].C1(P(C2C=CC=CC=2)C2C=CC=CC=2)C=CC=CC=1.II.[Si](O[C@@H](C)[C@@H](NC1C=CC(C#N)=C(Cl)C=1C)C1OC(C2C=CC=C(O[Si](C(C)(C)C)(C)C)C=2)=NN=1)(C(C)(C)C)(C)C>>[Si:22]([O:21][C@@H:19]([CH3:20])[C@@H:18]([NH:29][C:30]1[CH:35]=[CH:34][C:33]([C:36]#[N:37])=[C:32]([Cl:38])[C:31]=1[CH3:39])[C:17]1[O:14][C:13]([C:12]2[CH:41]=[CH:42][C:9]([O:8][Si:1]([C:4]([CH3:6])([CH3:5])[CH3:7])([CH3:3])[CH3:2])=[CH:10][CH:11]=2)=[N:15][N:16]=1)([C:25]([CH3:26])([CH3:27])[CH3:28])([CH3:23])[CH3:24]. Reported procedure: Dehydrative cyclization of 4-(tert-butyldimethylsilyloxy)-N′-((2R,3S)-3-(tert-butyldimethylsilyloxy)-2-(3-chloro-4-cyano-2-methylphenylamino)butanoyl)benzohydrazide (intermediate 8b) (453 mg, 0.72 mmol) with performed with polystyrene supported triphenylphosphine (PS-PPh3) (3.0 mmol/g, 575 mg, 1.72 mmol), I2 (435 mg, 1.71 mmol), and TEA (0.8 mL, 5.7 mmol) as described in the preparation of intermediate 7c. After column chromatography (30% EtOAc/hexanes) the title compound was isolated as a white... The reactants are Brc1ccccc1, c1ccc(Cn2ccnc2)cc1, CCOCC, O=C(c1ccccc1)c1ccc(C(F)(F)F)cc1, [Li], C1CCOC1, O, [Li]c1ccccc1. The product is OC(c1ccccc1)(c1ccc(C(F)(F)F)cc1)c1nccn1Cc1ccccc1. As a reaction SMILES: [Br:21][c:22]1[cH:23][cH:24][cH:25][cH:26][cH:27]1.[CH2:1]([c:2]1[cH:3][cH:4][cH:5][cH:6][cH:7]1)[n:8]1[cH:9][n:10][cH:11][cH:12]1.[CH3:52][CH2:53][O:54][CH2:55][CH3:56].[F:28][C:29]([c:30]1[cH:31][cH:32][c:33]([C:34](=[O:35])[c:36]2[cH:37][cH:38][cH:39][cH:40][cH:41]2)[cH:42][cH:43]1)([F:44])[F:45].[Li:20].[O:47]1[CH2:48][CH2:49][CH2:50][CH2:51]1.[OH2:46].[c:13]1([Li:14])[cH:15][cH:16][cH:17][cH:18][cH:19]1>>[CH2:1]([c:2]1[cH:3][cH:4][cH:5][cH:6][cH:7]1)[n:8]1[c:9]([C:34]([c:33]2[cH:32][cH:31][c:30]([C:29]([F:28])([F:44])[F:45])[cH:43][cH:42]2)([OH:35])[c:36]2[cH:37][cH:38][cH:39][cH:40][cH:41]2)[n:10][cH:11][cH:12]1.